From a dataset of the Open Reaction Database (ORD), a public repository of structured organic reaction records. describe an organic reaction: reactants, conditions, products, and yield Reactants: NCCCNC1=NC(=NC=C1Br)NC=1C=C(C=CC1)NC(=O)N1CCCC1 (N-(3-((4-((3-aminopropyl)amino)-5-bromo-2-pyrimidinyl)amino)phenyl)-1-pyrrolidinecarboxamide), CCN(C(C)C)C(C)C (DIEA), ClS(=O)(=O)N=C=O (chlorosulfonyl isocyanate), C(C)(C)(C)O (tert-butyl alcohol). The reagents and catalysts are CN(C)C=1C=CN=CC1 (DMAP). Solvent: ClCCl (dichloromethane), ClCCl (dichloromethane). Reaction conditions: temperature 2.5 celsius, time 2.5 hour. Yields the product ClS(NC(=O)OC(C)(C)C)(=O)=O (Chloro[[(1,1-dimethylethoxy)carbonyl]amino]-sulfane dioxide), NS(=O)(=O)NCCCNC1=NC(=NC=C1Br)NC=1C=C(C=CC1)NC(=O)N1CCCC1 (N-[3-[[4-[[3-[(aminosulfonyl)amino]propyl]amino]-5-bromo-2-pyrimidinyl]amino]phenyl]-1-pyrrolidinecarboxamide). Isolated yield 50.8%. RXN SMILES: [Cl:1][S:2]([N:5]=[C:6]=[O:7])(=[O:4])=[O:3].[C:8]([OH:12])([CH3:11])([CH3:10])[CH3:9].[NH2:13][CH2:14][CH2:15][CH2:16][NH:17][C:18]1[C:23]([Br:24])=[CH:22][N:21]=[C:20]([NH:25][C:26]2[CH:27]=[C:28]([NH:32][C:33]([N:35]3[CH2:39][CH2:38][CH2:37][CH2:36]3)=[O:34])[CH:29]=[CH:30][CH:31]=2)[N:19]=1.CCN(C(C)C)C(C)C>CN(C1C=CN=CC=1)C.ClCCl>[Cl:1][S:2](=[O:4])(=[O:3])[NH:5][C:6]([O:12][C:8]([CH3:11])([CH3:10])[CH3:9])=[O:7].[NH2:5][S:2]([NH:13][CH2:14][CH2:15][CH2:16][NH:17][C:18]1[C:23]([Br:24])=[CH:22][N:21]=[C:20]([NH:25][C:26]2[CH:27]=[C:28]([NH:32][C:33]([N:35]3[CH2:39][CH2:38][CH2:37][CH2:36]3)=[O:34])[CH:29]=[CH:30][CH:31]=2)[N:19]=1)(=[O:4])=[O:3]. Procedure: Chloro[[(1,1-dimethylethoxy)carbonyl]amino]-sulfane dioxide was prepared by adding chlorosulfonyl isocyanate (32 mg, 0.23 mmol, 1.0 eq.) to a cooled solution of tert-butyl alcohol (17 mg, 0.23 mmol, 1.0eq.) and dichloromethane (2 mL) in an ice-water bath. The resulting mixture was stirred at 0-5° C. for 2-3 hr. The solution was then treated with a solution of N-(3-((4-((3-aminopropyl)amino)-5-bromo-2-pyrimidinyl)amino)phenyl)-1-pyrrolidinecarboxamide (100 mg, 0.20 mmol, 1eq.) and dichloromethane...